describe an organic reaction: reactants, conditions, products, and yield From a dataset of the Open Reaction Database (ORD), a public repository of structured organic reaction records. The reactants are COc1ccc(S(=O)(=O)Cl)cc1, CN(C)c1ccncc1, CCN(C(C)C)C(C)C, ClCCl, Cl, NC(=O)c1cc(-c2ccccc2)cc2c(C3CCNCC3)n[nH]c12. Product: COc1ccc(S(=O)(=O)N2CCC(c3n[nH]c4c(C(N)=O)cc(-c5ccccc5)cc34)CC2)cc1. Reaction SMILES: [CH3:35][O:36][c:37]1[cH:38][cH:39][c:40]([S:43](=[O:44])(=[O:45])[Cl:46])[cH:41][cH:42]1.[CH3:50][N:51]([c:52]1[cH:53][cH:54][n:55][cH:56][cH:57]1)[CH3:58].[CH:26]([N:27]([CH:28]([CH3:29])[CH3:30])[CH2:31][CH3:32])([CH3:33])[CH3:34].[Cl:47][CH2:48][Cl:49].[ClH:1].[c:2]1(-[c:8]2[cH:9][c:10]3[c:11]([CH:20]4[CH2:21][CH2:22][NH:23][CH2:24][CH2:25]4)[n:12][nH:13][c:14]3[c:15]([C:17](=[O:18])[NH2:19])[cH:16]2)[cH:3][cH:4][cH:5][cH:6][cH:7]1>>[c:2]1(-[c:8]2[cH:9][c:10]3[c:11]([CH:20]4[CH2:21][CH2:22][N:23]([S:43]([c:40]5[cH:39][cH:38][c:37]([O:36][CH3:35])[cH:42][cH:41]5)(=[O:44])=[O:45])[CH2:24][CH2:25]4)[n:12][nH:13][c:14]3[c:15]([C:17](=[O:18])[NH2:19])[cH:16]2)[cH:3][cH:4][cH:5][cH:6][cH:7]1. Reactants: NC=1NC(=NN1)C(=O)OC (methyl 5-amino-4H-1,2,4-triazole-3-carboxylate), C(C)(=O)OC(C)=O (acetic anhydride). Reaction conditions: time 8 hour. Yields the product C(C)(=O)NC=1NC(=NN1)C(=O)OC (methyl 5-acetamido-4H-1,2,4-triazole-3-carboxylate). Reaction SMILES: [NH2:1][C:2]1[NH:3][C:4]([C:7]([O:9][CH3:10])=[O:8])=[N:5][N:6]=1.[C:11](OC(=O)C)(=[O:13])[CH3:12]>>[C:11]([NH:1][C:2]1[NH:3][C:4]([C:7]([O:9][CH3:10])=[O:8])=[N:5][N:6]=1)(=[O:13])[CH3:12]. Procedure: A suspension of methyl 5-amino-4H-1,2,4-triazole-3-carboxylate (1.42 g, 10.0 mmol) in acetic anhydride (30 mL) was refluxed for 30 min until a clear solution was formed. The solution was evaporated to dryness and H2O (40 mL) was added. The resulting suspension was stirred at rt overnight. H2O was evaporated to afford the titled compound as a white powder (1.85 g), which was used without further purification. Starting materials: CC=1C=NC2=CC=CC(=C2C1Cl)[N+](=O)[O-] (3-Methyl-4-chloro-5-nitroquinoline). The reagents and catalysts are [Pd] (Pd/C). Product: CC=1C=NC2=CC=CC(=C2C1)N (3-methyl-5-aminoquinoline). As a reaction SMILES: [CH3:1][C:2]1[CH:3]=[N:4][C:5]2[C:10]([C:11]=1Cl)=[C:9]([N+:13]([O-])=O)[CH:8]=[CH:7][CH:6]=2>[Pd]>[CH3:1][C:2]1[CH:3]=[N:4][C:5]2[C:10]([CH:11]=1)=[C:9]([NH2:13])[CH:8]=[CH:7][CH:6]=2. Procedure details: 3-Methyl-4-chloro-5-nitroquinoline was hydrogenated using Pd/C to give 3-methyl-5-aminoquinoline. This material was coupled with 2-(4-(1-methylpropyl)phenoxy) nonanoic acid according to the procedure outlined in Example 25 to give the title compound. Starting materials: C, O=C(NCC1Cc2ccccc2C1)OCc1ccccc1, CO, [Pd]. Product: NCC1Cc2ccccc2C1. Reaction SMILES: [C:24].[CH2:1]([O:2][C:3](=[O:4])[NH:11][CH2:12][CH:13]1[CH2:14][c:15]2[cH:16][cH:17][cH:18][cH:19][c:20]2[CH2:21]1)[c:5]1[cH:6][cH:7][cH:8][cH:9][cH:10]1.[CH3:22][OH:23].[Pd:25]>>[NH2:11][CH2:12][CH:13]1[CH2:14][c:15]2[cH:16][cH:17][cH:18][cH:19][c:20]2[CH2:21]1. The reactants are FC(C(=O)O)(F)F.NC1=NC(=NC=C1C(=O)C1=C(C=CC=C1)OC)NC1CCNCC1 ([4-amino-2-(piperidin-4-ylamino)-pyrimidin-5-yl]-(2-methoxy-phenyl)-methanone trifluoroacetic acid salt), C(C(C)C)(=O)O (isobutyric acid). Product: NC1=NC(=NC=C1C(C1=C(C=CC=C1)OC)=O)NC1CCN(CC1)C(CC(C)C)=O (1-[4-[4-amino-5-(2-methoxy-benzoyl)-pyrimidin-2-ylamino]-piperidin-1-yl]-3-methyl-butan-1-one). RXN SMILES: F[C:2](F)(F)[C:3]([OH:5])=O.[NH2:8][C:9]1[C:14]([C:15]([C:17]2[CH:22]=[CH:21][CH:20]=[CH:19][C:18]=2[O:23][CH3:24])=[O:16])=[CH:13][N:12]=[C:11]([NH:25][CH:26]2[CH2:31][CH2:30][NH:29][CH2:28][CH2:27]2)[N:10]=1.[C:32](O)(=O)[CH:33](C)[CH3:34]>>[NH2:8][C:9]1[C:14]([C:15](=[O:16])[C:17]2[CH:22]=[CH:21][CH:20]=[CH:19][C:18]=2[O:23][CH3:24])=[CH:13][N:12]=[C:11]([NH:25][CH:26]2[CH2:31][CH2:30][N:29]([C:3](=[O:5])[CH2:2][CH:33]([CH3:34])[CH3:32])[CH2:28][CH2:27]2)[N:10]=1 |f:0.1|. Procedure: The same procedure as described in Example 20 was used, starting from [4-amino-2-(piperidin-4-ylamino)-pyrimidin-5-yl]-(2-methoxy-phenyl)-methanone trifluoroacetic acid salt Example 11 and isobutyric acid (Aldrich), to give 1-[4-[4-amino-5-(2-methoxy-benzoyl)-pyrimidin-2-ylamino]-piperidin-1-yl]-3-methyl-butan-1-one. HRMS, observed: 412.2350; Calcd for (M+H)+: 412.2343. The reactants are C(C)(=O)OC1=C(C(=C(C(=C1F)Br)C)C#N)N (2-Amino-5-bromo-3-cyano-6-fluoro-4-methylphenyl acetate), O.C1(=CC=C(C=C1)S(=O)(=O)O)C (p-toluenesulfonic acid monohydrate). The solvent is C1(=CC=CC=C1)C (toluene). Product: BrC=1C(=C2C(N=C(O2)C2CC2)=C(C1C)C#N)F (6-Bromo-2-cyclopropyl-7-fluoro-5-methyl-1,3-benzoxazole-4-carbonitrile). As a reaction SMILES: [C:1]([O:4][C:5]1[C:10]([F:11])=[C:9]([Br:12])[C:8]([CH3:13])=[C:7]([C:14]#[N:15])[C:6]=1[NH2:16])(=O)[CH3:2].O.[C:18]1(C)C=CC(S(O)(=O)=O)=C[CH:19]=1>C1(C)C=CC=CC=1>[Br:12][C:9]1[C:10]([F:11])=[C:5]2[O:4][C:1]([CH:2]3[CH2:19][CH2:18]3)=[N:16][C:6]2=[C:7]([C:14]#[N:15])[C:8]=1[CH3:13] |f:1.2|. Reported procedure: 2-Amino-5-bromo-3-cyano-6-fluoro-4-methylphenyl acetate (I-76) (7.95 g, 25.38 mmol) was dissolved in toluene (80 ml), p-toluenesulfonic acid monohydrate (1.60 g, 20 wt. %) was added, followed by stirring under reflux for 19 hours. Reactants: CO (methanol), C=CS(=O)(=O)[O-].[Na+] (sodium ethylenesulfonate), CC(C)(C#N)N=NC(C)(C)C#N (azobisisobutylonitrile), C(C)(=O)OC=C (vinyl acetate), aqueous solution, aqueous solution, ethylenesulfonate. Solvent: O (water). Conditions: time 3 hour. Yields the product C(C)(=O)OC=C.C=CS(=O)(=O)[O-].[Na+] (vinyl acetate sodium ethylenesulfonate). As a reaction SMILES: CO.[C:3]([O:6][CH:7]=[CH2:8])(=[O:5])[CH3:4].[CH2:9]=[CH:10][S:11]([O-:14])(=[O:13])=[O:12].[Na+:15].CC(N=NC(C#N)(C)C)(C#N)C>O>[C:3]([O:6][CH:7]=[CH2:8])(=[O:5])[CH3:4].[CH2:9]=[CH:10][S:11]([O-:14])(=[O:13])=[O:12].[Na+:15] |f:2.3,6.7.8|. Procedure details: The same vessel as in Example 1 was charged with 130 g. of methanol, 25 g. of water, 320 g. of vinyl acetate, 15 g. of 30% aqueous solution of sodium ethylenesulfonate and 2.8 g. of azobisisobutylonitrile, and polymerization was carried out at a temperature of 70°C. for 3 hours. After adding 2.8 g. of 30% aqueous solution of sodiem ethylenesulfonate to the vessel, the polymerization was further continued for 5 hours to give vinyl acetate-sodium ethylenesulfonate copolymer containing 2.3% by mole... The reactants are NC1CN2CCC1CC2 (3-aminoquinuclidine), C(CCC(=O)[O-])(=O)[O-] (succinate), FC1=C(C(=O)N=C=O)C=CC=C1 (2-fluorobenzoyl isocyanate), product. Yields the product N12CC(C(CC1)CC2)NC(=O)NC(C2=C(C=CC=C2)F)=O (N-[[[1-Azabicyclo[2.2.2]octan-3-yl]amino]carbonyl]-2-fluorobenzamide). As a reaction SMILES: [NH2:1][CH:2]1[CH:7]2[CH2:8][CH2:9][N:4]([CH2:5][CH2:6]2)[CH2:3]1.[F:10][C:11]1[CH:21]=[CH:20][CH:19]=[CH:18][C:12]=1[C:13]([N:15]=[C:16]=[O:17])=[O:14].C([O-])(=O)CCC([O-])=O>>[N:4]12[CH2:9][CH2:8][CH:7]([CH2:6][CH2:5]1)[CH:2]([NH:1][C:16]([NH:15][C:13](=[O:14])[C:12]1[CH:18]=[CH:19][CH:20]=[CH:21][C:11]=1[F:10])=[O:17])[CH2:3]2. Reported procedure: The above compound was prepared, following the procedure of Example 1, from 3-aminoquinuclidine (0.63 g, 5 mmol) and crude 2-fluorobenzoyl isocyanate (1.3 g, ca 7 mmol). The product (1.35 g) was converted to the 1:1 succinate, mp 187°-188° C.